Dataset: the Open Reaction Database (ORD), a public repository of structured organic reaction records. Task: describe an organic reaction: reactants, conditions, products, and yield As a reaction SMILES: [N:1]1([CH2:7][C:8]2[CH:9]=[C:10]([CH:16]=[CH:17][CH:18]=2)[O:11][CH2:12][CH2:13][CH2:14][NH2:15])[CH2:6][CH2:5][CH2:4][CH2:3][CH2:2]1.Br[C:20]1[CH:25]=[CH:24][CH:23]=[CH:22][N:21]=1>C(Cl)(Cl)Cl.CO>[N:1]1([CH2:7][C:8]2[CH:9]=[C:10]([CH:16]=[CH:17][CH:18]=2)[O:11][CH2:12][CH2:13][CH2:14][NH:15][C:20]2[CH:25]=[CH:24][CH:23]=[CH:22][N:21]=2)[CH2:6][CH2:5][CH2:4][CH2:3][CH2:2]1 |f:2.3|. Solvent: C(Cl)(Cl)Cl.CO (chloroform methanol). Reactants: N1(CCCCC1)CC=1C=C(OCCCN)C=CC1 (3-[3-(Piperidinomethyl)phenoxy]propylamine), BrC1=NC=CC=C1 (2-bromopyridine). Product: N1(CCCCC1)CC=1C=C(OCCCNC2=NC=CC=C2)C=CC1 (2-[3-[3-(Piperidinomethyl)phenoxy]propylamino]pyridine). Reported procedure: 3-[3-(Piperidinomethyl)phenoxy]propylamine (20 g) and 2-bromopyridine (12.64 g) were stirred at 125° C. for 31/2 days. The cooled reaction mixture was subjected to column chromatography on silica ((chloroform:methanol 10:1) to afford the title compound as an oil. This was treated with maleic acid in ethanol to give, on addition of diethyl ether, as a white solid 2-[3-[3-(piperidinomethyl)phenoxy]propylamino]pyridine dimaleate (11.40 g), m.p. 116°-7° C. (recrystallised from isopropanol). Reactants: NC1=CC=NN1CC (5-amino-1-ethylpyrazole), polyphosphoric acid, polyphosphoric acid, C1(=CC=CC=C1)CCC(C(=O)OCC)C(=O)C (2-(2-phenylethyl)acetoacetic acid, ethyl ester). The solvent is O (water). Yields the product C(C)N1N=CC2=C1N=C(C(=C2O)CCC2=CC=CC=C2)C (1-Ethyl-6-methyl-5-(2-phenylethyl)-1H-pyrazolo[3,4-b]pyridin-4-ol). As a reaction SMILES: [NH2:1][C:2]1[N:6]([CH2:7][CH3:8])[N:5]=[CH:4][CH:3]=1.[C:9]1([CH2:15][CH2:16][CH:17]([C:23]([CH3:25])=O)[C:18](OCC)=[O:19])[CH:14]=[CH:13][CH:12]=[CH:11][CH:10]=1>O>[CH2:7]([N:6]1[C:2]2[N:1]=[C:23]([CH3:25])[C:17]([CH2:16][CH2:15][C:9]3[CH:10]=[CH:11][CH:12]=[CH:13][CH:14]=3)=[C:18]([OH:19])[C:3]=2[CH:4]=[N:5]1)[CH3:8]. Reported procedure: 33 g. of 5-amino-1-ethylpyrazole (0.3 mol.) in 310 g. of polyphosphoric acid are heated to 80° (bath temperature). While stirring, 70.5 g. of 2-(2-phenylethyl)acetoacetic acid, ethyl ester (0.3 mol.) are added to the mixture. The bath temperature is increased to 100°, the temperature of the solution rising to about 130°. As soon as the reaction temperature begins to drop the bath temperature is elevated to 140° and maintained for 45 minutes. After the mixture has cooled to room temperature, 650 ... Starting materials: COC1=CC=C(C=C1)C=1C=C(C=CC1)S(=O)(=O)Cl ([3-(4-methoxyphenyl)phenyl]sulfonyl chloride), NC=1C=C(C=CC1)C1=NN=NN1 (5-(3-aminophenyl)tetrazole). Product: COC1=CC=C(C=C1)C1=CC(=CC=C1)S(=O)(=O)NC1=CC(=CC=C1)C1=NN=NN1 (4′-Methoxy-N-[3-(1H-tetrazol-5-yl)phenyl]biphenyl-3-sulfonamide). The yield is 58.9%. Reaction SMILES: [CH3:1][O:2][C:3]1[CH:8]=[CH:7][C:6]([C:9]2[CH:10]=[C:11]([S:15](Cl)(=[O:17])=[O:16])[CH:12]=[CH:13][CH:14]=2)=[CH:5][CH:4]=1.[NH2:19][C:20]1[CH:21]=[C:22]([C:26]2[NH:30][N:29]=[N:28][N:27]=2)[CH:23]=[CH:24][CH:25]=1>>[CH3:1][O:2][C:3]1[CH:8]=[CH:7][C:6]([C:9]2[CH:14]=[CH:13][CH:12]=[C:11]([S:15]([NH:19][C:20]3[CH:25]=[CH:24][CH:23]=[C:22]([C:26]4[NH:30][N:29]=[N:28][N:27]=4)[CH:21]=3)(=[O:17])=[O:16])[CH:10]=2)=[CH:5][CH:4]=1. Reported procedure: The product was prepared according to General Procedure 1, described in Example 1, starting from [3-(4-methoxyphenyl)phenyl]sulfonyl chloride (16 mg, 0.055 mmol) and 5-(3-aminophenyl)tetrazole (8 mg, 0.05 mmol) giving 12 mg (60%) of the title compound. MS (ESI+) calcd for C20H17N5O3S 407.10521, found 407.10532. Starting materials: Cl (hydrogen chloride), C(C)O\C(\C(=O)O)=C/C=1C=NC(=CC1)C1=CC(=CC=C1)N(C(=O)NCCCCCCC)C ((Z)-2-ethoxy-3-{6-[3-(3-heptyl-1-methylureido)phenyl]pyrid-3-yl}acrylic acid). Run in C(C)O (ethanol). Product: Cl.C(C)O\C(\C(=O)O)=C/C=1C=NC(=CC1)C1=CC(=CC=C1)N(C(=O)NCCCCCCC)C ((Z)-2-ethoxy-3-{6-[3-(3-heptyl-1-methylureido)phenyl]pyrid-3-yl}acrylic acid hydrochloride). Isolated yield 77.0%. Reaction SMILES: [ClH:1].[CH2:2]([O:4]/[C:5](=[CH:9]\[C:10]1[CH:11]=[N:12][C:13]([C:16]2[CH:21]=[CH:20][CH:19]=[C:18]([N:22]([CH3:33])[C:23]([NH:25][CH2:26][CH2:27][CH2:28][CH2:29][CH2:30][CH2:31][CH3:32])=[O:24])[CH:17]=2)=[CH:14][CH:15]=1)/[C:6]([OH:8])=[O:7])[CH3:3]>C(O)C>[ClH:1].[CH2:2]([O:4]/[C:5](=[CH:9]\[C:10]1[CH:11]=[N:12][C:13]([C:16]2[CH:21]=[CH:20][CH:19]=[C:18]([N:22]([CH3:33])[C:23]([NH:25][CH2:26][CH2:27][CH2:28][CH2:29][CH2:30][CH2:31][CH3:32])=[O:24])[CH:17]=2)=[CH:14][CH:15]=1)/[C:6]([OH:8])=[O:7])[CH3:3] |f:3.4|. Procedure: 0.3 mL (0.3 mmol) of a 1 N ethanolic hydrogen chloride solution is added to a solution of 0.12 g (0.3 mmol) of (Z)-2-ethoxy-3-{6-[3-(3-heptyl-1-methylureido)phenyl]pyrid-3-yl}acrylic acid in 1 mL of ethanol, precooled to 0° C. The ethanol is evaporated off under a flow of nitrogen and 6 mL of diethyl ether are added. The hydrochloride precipitates; the reaction medium is filtered off and the solid obtained is rinsed thoroughly with diethyl ether. The solid obtained is recrystallized from a hot m... Starting materials: [H][H] (hydrogen), [H-].[Na+] (sodium hydride), CO (methanol), BrCC1=CC=C(C=C1)C1=NC=CC=C1S(=O)(=O)N(C1=NC=C(N=C1OC)C)C(=O)OCC(C)C (2-(4-bromomethylphenyl)-N-(isobutoxycarbonyl)-N-(3-methoxy-5-methylpyrazin-2-yl)pyridine-3-sulphonamide). Yields the product COCC1=CC=C(C=C1)C1=NC=CC=C1S(=O)(=O)NC1=NC=C(N=C1OC)C (2-(4-methoxymethylphenyl)-N-(3-methoxy-5-methylpyrazin-2-yl)pyridine-3-sulphonamide). RXN SMILES: [H-].[Na+].[H][H].Br[CH2:6][C:7]1[CH:12]=[CH:11][C:10]([C:13]2[C:18]([S:19]([N:22](C(OCC(C)C)=O)[C:23]3[C:28]([O:29][CH3:30])=[N:27][C:26]([CH3:31])=[CH:25][N:24]=3)(=[O:21])=[O:20])=[CH:17][CH:16]=[CH:15][N:14]=2)=[CH:9][CH:8]=1.[CH3:39][OH:40]>>[CH3:39][O:40][CH2:6][C:7]1[CH:12]=[CH:11][C:10]([C:13]2[C:18]([S:19]([NH:22][C:23]3[C:28]([O:29][CH3:30])=[N:27][C:26]([CH3:31])=[CH:25][N:24]=3)(=[O:20])=[O:21])=[CH:17][CH:16]=[CH:15][N:14]=2)=[CH:9][CH:8]=1 |f:0.1|. Procedure: Oil-free sodium hydride (240 mg) was added to methanol (20 ml) with stirring. When evolution of hydrogen ceased, 2-(4-bromomethylphenyl)-N-(isobutoxycarbonyl)-N-(3-methoxy-5-methylpyrazin-2-yl)pyridine-3-sulphonamide (549 mg) was added and the mixture was stirred for 2 hours. Volatile material was removed by evaporation and saturated ammonium chloride solution (10 ml) was added to the residue. The mixture was extracted with ethyl acetate (3×20 ml) and the extracts were dried (MgSO4). Volatile ma... The reactants are Cc1cc(-n2c(C)ccc(C#N)c2=O)ccc1F, O, O=S(=O)(O)O. The product is Cc1cc(-n2c(C)ccc(C(=O)O)c2=O)ccc1F. RXN SMILES: [F:1][c:2]1[c:3]([CH3:18])[cH:4][c:5](-[n:8]2[c:9](=[O:17])[c:10]([C:15]#[N:16])[cH:11][cH:12][c:13]2[CH3:14])[cH:6][cH:7]1.[OH2:19].[S:20]([OH:21])(=[O:22])(=[O:23])[OH:24]>>[F:1][c:2]1[c:3]([CH3:18])[cH:4][c:5](-[n:8]2[c:9](=[O:17])[c:10]([C:15](=[O:19])[OH:21])[cH:11][cH:12][c:13]2[CH3:14])[cH:6][cH:7]1. The reactants are ClC(=O)OC(C)Cl (1-chloroethyl chloroformate), C1(=CC=CC=C1)CN1CCC2(SCCS2)CC1 (8-(phenylmethyl)-1,4-dithia-8-azaspiro-[4.5]decane), [OH-].[Na+] (sodium hydroxide). The solvent is ClC(C)Cl (dichloroethane). The product is Cl.S1CCSC12CCNCC2 (1,4-dithia-8-azaspiro[4.5]decane hydrochloride). Yield: 78.1%. Reaction SMILES: [Cl:1]C(OC(Cl)C)=O.C1(C[N:15]2[CH2:24][CH2:23][C:18]3([S:22][CH2:21][CH2:20][S:19]3)[CH2:17][CH2:16]2)C=CC=CC=1.[OH-].[Na+]>ClC(Cl)C>[ClH:1].[S:19]1[C:18]2([CH2:23][CH2:24][NH:15][CH2:16][CH2:17]2)[S:22][CH2:21][CH2:20]1 |f:2.3,5.6|. Procedure details: 0.74 ml (0.007 mol) of 1-chloroethyl chloroformate is added to a solution of 1.6 g (0.006 mol) of 8-(phenylmethyl)-1,4-dithia-8-azaspiro-[4.5]decane in 20 ml of dichloroethane; the mixture is heated under reflux for 1.5 h, it is cooled to room temperature, 8 ml of 1 M sodium hydroxide are added, the organic phase is decanted off, the aqueous phase is washed with 25 ml of dichloromethane, the organic phases are dried with sodium sulphate and then evaporated to dryness; the residue is dissolved in... Reactants: ClC1=CC=C(C=C1)C=1OC2=C(N1)C=C(C=C2)CC(=O)O (2-(p-chlorophenyl)-5-benzoxazolylacetic acid), C1(=CC=C(C=C1)S(=O)(=O)O)C (p-toluene sulphonic acid). The solvent is C1=CC=CC=C1 (benzene), C(C)(=O)OCC (ethyl acetate). Product: ClC1=CC=C(C=C1)C=1OC2=C(N1)C=C(C=C2)CC(=O)OCC (ethyl 2-(2-p-chlorophenyl-5-benzoxazolyl)acetate). As a reaction SMILES: [Cl:1][C:2]1[CH:7]=[CH:6][C:5]([C:8]2[O:9][C:10]3[CH:16]=[CH:15][C:14]([CH2:17][C:18]([OH:20])=[O:19])=[CH:13][C:11]=3[N:12]=2)=[CH:4][CH:3]=1.[C:21]1(C)C=CC(S(O)(=O)=O)=C[CH:22]=1>C1C=CC=CC=1.C(OCC)(=O)C>[Cl:1][C:2]1[CH:3]=[CH:4][C:5]([C:8]2[O:9][C:10]3[CH:16]=[CH:15][C:14]([CH2:17][C:18]([O:20][CH2:21][CH3:22])=[O:19])=[CH:13][C:11]=3[N:12]=2)=[CH:6][CH:7]=1. Procedure: A suspension of 2-(p-chlorophenyl)-5-benzoxazolylacetic acid (26 g.) and p-toluene sulphonic acid (4.6 g.) in dry benzene (156 ml.) and dry absolute ethanol (78 ml.) was refluxed for 38 hours. Evaporation gave a solid which was dissolved in ethyl acetate (2 l) and washed with an aqueous saturated sodium bicarbonate solution (6 × 50 ml.). Evaporation of the organic phase gave ethyl 2-(2-p-chlorophenyl-5-benzoxazolyl)acetate as a solid (24.1 g.); m.pt. 133° C. Starting materials: NC1=NC=C(C=C1)C#N (2-amino-5-cyanopyridine), N1=CC=CC=C1 (pyridine), ClC=1C=C(C=C(C1)Cl)C1(CC(=NO1)C1=CC(=C(C(=O)Cl)C=C1)C)C(F)(F)F (4-[5-(3,5-dichlorophenyl)-5-trifluoromethyl-4,5-dihydroisoxazol-3-yl]-2-methylbenzoyl-chloride). The solvent is ClCCl (dichloromethane), ClCCl (dichloromethane). Conditions: time 1 hour. Yields the product C(#N)C=1C=CC(=NC1)NC(C1=C(C=C(C=C1)C1=NOC(C1)(C(F)(F)F)C1=CC(=CC(=C1)Cl)Cl)C)=O (N-(5-cyano-2-pyridyl)-4-[5-(3,5-dichlorophenyl)-5-trifluoromethyl-4,5-dihydro-isoxazole-3-yl]-2-methyl benzoic acid amide). The yield is 71.2%. RXN SMILES: [NH2:1][C:2]1[CH:7]=[CH:6][C:5]([C:8]#[N:9])=[CH:4][N:3]=1.N1C=CC=CC=1.[Cl:16][C:17]1[CH:18]=[C:19]([C:24]2([C:39]([F:42])([F:41])[F:40])[O:28][N:27]=[C:26]([C:29]3[CH:37]=[CH:36][C:32]([C:33](Cl)=[O:34])=[C:31]([CH3:38])[CH:30]=3)[CH2:25]2)[CH:20]=[C:21]([Cl:23])[CH:22]=1>ClCCl>[C:8]([C:5]1[CH:6]=[CH:7][C:2]([NH:1][C:33](=[O:34])[C:32]2[CH:36]=[CH:37][C:29]([C:26]3[CH2:25][C:24]([C:19]4[CH:20]=[C:21]([Cl:23])[CH:22]=[C:17]([Cl:16])[CH:18]=4)([C:39]([F:42])([F:41])[F:40])[O:28][N:27]=3)=[CH:30][C:31]=2[CH3:38])=[N:3][CH:4]=1)#[N:9]. Reported procedure: In a solution of 0.39 g of 2-amino-5-cyanopyridine and 0.71 g of pyridine in 20 mL of dichloromethane, a solution of 1.31 g of 4-[5-(3,5-dichlorophenyl)-5-trifluoromethyl-4,5-dihydroisoxazol-3-yl]-2-methylbenzoyl-chloride synthesized in Step 4 of Synthetic Example 1 in 20 mL of dichloromethane was added dropwise. After the completion of the addition dropwise, it was continued to stir at the same temperature further for 1 hour. After the completion of the reaction, the solvent was distilled off u...